This data is from the Open Reaction Database (ORD), a public repository of structured organic reaction records. The task is: describe an organic reaction: reactants, conditions, products, and yield The reagents and catalysts are CN(C1=CC=NC=C1)C (4-dimethylaminopyridine). As a reaction SMILES: [NH2:1][C:2]1[CH:7]=[CH:6][C:5]([N:8]2[CH2:13][CH2:12][CH2:11][CH2:10][CH2:9]2)=[CH:4][C:3]=1[C:14]1[CH:15]=[C:16]([CH:21]=[CH:22][N:23]=1)[C:17]([O:19][CH3:20])=[O:18].CCN=C=NCCCN(C)C.Cl.[C:36]([O:40][C:41](=[O:55])[CH2:42][CH2:43][S:44][CH2:45][C:46]1[CH:47]=[C:48]([CH:52]=[CH:53][CH:54]=1)[C:49](O)=[O:50])([CH3:39])([CH3:38])[CH3:37]>ClCCl.CN(C)C1C=CN=CC=1>[C:36]([O:40][C:41](=[O:55])[CH2:42][CH2:43][S:44][CH2:45][C:46]1[CH:47]=[C:48]([CH:52]=[CH:53][CH:54]=1)[C:49]([NH:1][C:2]1[CH:7]=[CH:6][C:5]([N:8]2[CH2:13][CH2:12][CH2:11][CH2:10][CH2:9]2)=[CH:4][C:3]=1[C:14]1[CH:15]=[C:16]([CH:21]=[CH:22][N:23]=1)[C:17]([O:19][CH3:20])=[O:18])=[O:50])([CH3:39])([CH3:37])[CH3:38] |f:1.2|. The solvent is ClCCl (dichloromethane). Product: C(C)(C)(C)OC(CCSCC=1C=C(C(=O)NC2=C(C=C(C=C2)N2CCCCC2)C=2C=C(C(=O)OC)C=CN2)C=CC1)=O (methyl 2-(2-(3-((3-tert-butoxy-3-oxopropylthio)methyl)benzamido)-5-(piperidin-1-yl)phenyl)isonicotinate). Run at time 4 hour. Starting materials: NC1=C(C=C(C=C1)N1CCCCC1)C=1C=C(C(=O)OC)C=CN1 (methyl 2-(2-amino-5-(piperidin-1-yl)phenyl)isonicotinate), CCN=C=NCCCN(C)C.Cl (EDC.HCl), C(C)(C)(C)OC(CCSCC=1C=C(C(=O)O)C=CC1)=O (3-((3-tert-butoxy-3-oxopropylthio)methyl)benzoic acid). Procedure details: Into a 50-mL round bottom flask, was placed a solution of methyl 2-(2-amino-5-(piperidin-1-yl)phenyl)isonicotinate (800 mg, 2.57 mmol, 1.00 equiv) in dichloromethane (2 mL), EDC.HCl (608 mg, 3.09 mmol, 1.20 equiv), 4-dimethylaminopyridine (380 mg, 3.11 mmol, 1.20 equiv), and 3-((3-tert-butoxy-3-oxopropylthio)methyl)benzoic acid (837 mg, 2.83 mmol, 1.00 equiv). The resulting solution was stirred for 4 h at room temperature. The mixture was concentrated under vacuum. The residue was applied onto a... Starting materials: ClC1=CC=C(C=C1)N1N=C2C(=CNC=3CCNCC23)C1=O (2-p-Chlorophenyl-2,3,6,7,8,9-hexahydropyrazolo[4,3-c][1,6]naphthyridin-3(5H)-one), C(C)(=O)OC(C)=O (acetic anhydride). The product is C(C)(=O)N1CC=2C=3C(=CNC2CC1)C(N(N3)C3=CC=C(C=C3)Cl)=O (8-acetyl-2-p-chlorophenyl-2,3,6,7,8,9-hexahydropyrazolo[4,3-c][1,6]naphthyridin-3(5H)-one). As a reaction SMILES: [Cl:1][C:2]1[CH:7]=[CH:6][C:5]([N:8]2[C:20](=[O:21])[C:11]3=[CH:12][NH:13][C:14]4[CH2:15][CH2:16][NH:17][CH2:18][C:19]=4[C:10]3=[N:9]2)=[CH:4][CH:3]=1.[C:22](OC(=O)C)(=[O:24])[CH3:23]>>[C:22]([N:17]1[CH2:16][CH2:15][C:14]2[NH:13][CH:12]=[C:11]3[C:20](=[O:21])[N:8]([C:5]4[CH:6]=[CH:7][C:2]([Cl:1])=[CH:3][CH:4]=4)[N:9]=[C:10]3[C:19]=2[CH2:18]1)(=[O:24])[CH3:23]. Procedure: 2-p-Chlorophenyl-2,3,6,7,8,9-hexahydropyrazolo[4,3-c][1,6]naphthyridin-3(5H)-one is treated with an excess of acetic anhydride with heating to obtain 8-acetyl-2-p-chlorophenyl-2,3,6,7,8,9-hexahydropyrazolo[4,3-c][1,6]naphthyridin-3(5H)-one, mp above 350°; IR: 1640,1670 cm-1.